This data is from the Open Reaction Database (ORD), a public repository of structured organic reaction records. The task is: describe an organic reaction: reactants, conditions, products, and yield Starting materials: CC(C)(C)OC(=O)N1CCc2nc(Nc3ccc(-c4cnco4)cc3)nc(NCc3ccccc3)c2C1, CO, Cl. Yields the product c1ccc(CNc2nc(Nc3ccc(-c4cnco4)cc3)nc3c2CNCC3)cc1. RXN SMILES: [CH2:2]([c:3]1[cH:4][cH:5][cH:6][cH:7][cH:8]1)[NH:9][c:10]1[c:11]2[c:12]([n:13][c:14]([NH:16][c:17]3[cH:18][cH:19][c:20](-[c:23]4[cH:24][n:25][cH:26][o:27]4)[cH:21][cH:22]3)[n:15]1)[CH2:28][CH2:29][N:30]([C:32]([O:33][C:34]([CH3:35])([CH3:36])[CH3:37])=[O:38])[CH2:31]2.[CH3:39][OH:40].[ClH:1]>>[CH2:2]([c:3]1[cH:4][cH:5][cH:6][cH:7][cH:8]1)[NH:9][c:10]1[c:11]2[c:12]([n:13][c:14]([NH:16][c:17]3[cH:18][cH:19][c:20](-[c:23]4[cH:24][n:25][cH:26][o:27]4)[cH:21][cH:22]3)[n:15]1)[CH2:28][CH2:29][NH:30][CH2:31]2. Reactants: resultant mixture, BrC=1C(=C(C=O)C=C(C1)Cl)O (3-bromo-5-chloro-2-hydroxybenzaldehyde), OO (hydrogen peroxide), aqueous solution. The solvent is [OH-].[Na+] (NaOH), [OH-].[Na+] (NaOH). The product is BrC1=C(C(=CC(=C1)Cl)O)O (3-Bromo-5-chloro-benzene-1,2-diol). Yield: 99.0%. As a reaction SMILES: [Br:1][C:2]1[C:3]([OH:11])=[C:4]([CH:7]=[C:8]([Cl:10])[CH:9]=1)C=O.[OH:12]O>[OH-].[Na+]>[Br:1][C:2]1[CH:9]=[C:8]([Cl:10])[CH:7]=[C:4]([OH:12])[C:3]=1[OH:11] |f:2.3|. Reported procedure: To a stirred suspension of 3-bromo-5-chloro-2-hydroxybenzaldehyde (49.5 g, 0.21 mol) in 0.5N aqueous NaOH (500 ml, 250 mmol) at 40° C. was added dropwise hydrogen peroxide (21.4 g of a 35% aqueous solution, 220 mmol) over 15 minutes and the resultant mixture stirred for 16 hours. The mixture was cooled to room temperature, diluted with 1N aqueous NaOH (200 ml) and washed with diethyl ether (3×300 ml). The aqueous layer was acidified with concentrated HCl to pH 2 and extracted with diethyl ether ... Reactants: [Li]CCCC, COc1cc(CBr)c(Br)cc1OCc1ccccc1, CCCCCC, CC#N, C1CCOC1. The product is COc1cc(CCC#N)c(Br)cc1OCc1ccccc1. Reaction SMILES: [CH2:1]([Li:2])[CH2:3][CH2:4][CH3:5].[CH2:9]([c:10]1[cH:11][cH:12][cH:13][cH:14][cH:15]1)[O:16][c:17]1[c:18]([O:26][CH3:27])[cH:19][c:20]([CH2:24][Br:25])[c:21]([Br:23])[cH:22]1.[CH3:28][CH2:29][CH2:30][CH2:31][CH2:32][CH3:33].[CH3:6][C:7]#[N:8].[O:34]1[CH2:35][CH2:36][CH2:37][CH2:38]1>>[CH2:6]([C:7]#[N:8])[CH2:24][c:20]1[cH:19][c:18]([O:26][CH3:27])[c:17]([O:16][CH2:9][c:10]2[cH:11][cH:12][cH:13][cH:14][cH:15]2)[cH:22][c:21]1[Br:23]. Starting materials: CC(=O)Nc1c(C)ccc(C(=O)O)c1[N+](=O)[O-], Cl, [K+], [OH-], O. Yields the product Cc1ccc(C(=O)O)c([N+](=O)[O-])c1O. Reaction SMILES: [C:1]([NH:2][c:5]1[c:6]([N+:15](=[O:16])[O-:17])[c:7]([C:8](=[O:9])[OH:10])[cH:11][cH:12][c:13]1[CH3:14])(=[O:3])[CH3:4].[ClH:20].[K+:19].[OH-:18].[OH2:21]>>[c:5]1([OH:18])[c:6]([N+:15](=[O:16])[O-:17])[c:7]([C:8](=[O:9])[OH:10])[cH:11][cH:12][c:13]1[CH3:14]. The reactants are COc1ccc(C)cc1S(=O)(=O)Cl, COC(=O)c1ccc2c(c1)NCCC2, ClCCl, c1ccncc1. Yields the product COC(=O)c1ccc2c(c1)N(S(=O)(=O)c1cc(C)ccc1OC)CCC2. RXN SMILES: [CH3:15][O:16][c:17]1[c:18]([S:24](=[O:25])(=[O:26])[Cl:27])[cH:19][c:20]([CH3:23])[cH:21][cH:22]1.[CH3:1][O:2][C:3](=[O:4])[c:5]1[cH:6][cH:7][c:8]2[c:13]([cH:14]1)[NH:12][CH2:11][CH2:10][CH2:9]2.[Cl:28][CH2:29][Cl:30].[cH:31]1[cH:32][cH:33][n:34][cH:35][cH:36]1>>[CH3:1][O:2][C:3](=[O:4])[c:5]1[cH:6][cH:7][c:8]2[c:13]([cH:14]1)[N:12]([S:24]([c:18]1[c:17]([O:16][CH3:15])[cH:22][cH:21][c:20]([CH3:23])[cH:19]1)(=[O:25])=[O:26])[CH2:11][CH2:10][CH2:9]2. As a reaction SMILES: [N+]([C:4]1[CH:9]=[CH:8][CH:7]=[CH:6][C:5]=1I)([O-])=O.C([O-])([O-])=O.[K+].[K+].[CH3:17][CH2:18][CH2:19][CH2:20][CH2:21][CH3:22].C(OCC)(=O)C>O1CCOCC1.O.C1C=CC([P]([Pd]([P](C2C=CC=CC=2)(C2C=CC=CC=2)C2C=CC=CC=2)([P](C2C=CC=CC=2)(C2C=CC=CC=2)C2C=CC=CC=2)[P](C2C=CC=CC=2)(C2C=CC=CC=2)C2C=CC=CC=2)(C2C=CC=CC=2)C2C=CC=CC=2)=CC=1>[C:4]1([C:19]2[CH:18]=[CH:17][CH:22]=[CH:21][CH:20]=2)[CH:9]=[CH:8][CH:7]=[CH:6][CH:5]=1 |f:1.2.3,4.5,^1:39,41,60,79|. Starting materials: C(=O)([O-])[O-].[K+].[K+] (K2CO3), 4,4,5,5-Tetramethyl-2-(4-indanone-1-yl)[1,3,2]-dioxoborolane, [N+](=O)([O-])C1=C(C=CC=C1)I (o-nitroiodobenzene), CCCCCC.C(C)(=O)OCC (hexane ethyl acetate). Reaction conditions: temperature 80 celsius, time 24 hour. Procedure: 4,4,5,5-Tetramethyl-2-(4-indanone-1-yl)[1,3,2]-dioxoborolane (2.17 g, 8.4 mmol) and o-nitroiodobenzene (2.70 g, 10.9 mmol) were dissolved in a mixture of dioxane (30 mL) and water (5 mL). K2CO3 (2.30 g, 16.7 mmol) and Pd(PPh3)4 (0.48 g, 0.4 mmol) were added. The reaction mixture was heated in a flow of argon to 80° C., kept at this temperature over a period of 24 h (TLC monitoring: hexane/ethyl acetate, 4:1), cooled, and filtered through Celite. The filtrate was evaporated. The residue was disso... Product: C1(=CC=CC=C1)C1=CC=CC=C1 (Biphenyl). The solvent is O1CCOCC1 (dioxane), O (water). Reagents/catalysts: C=1C=CC(=CC1)[P](C=2C=CC=CC2)(C=3C=CC=CC3)[Pd]([P](C=4C=CC=CC4)(C=5C=CC=CC5)C=6C=CC=CC6)([P](C=7C=CC=CC7)(C=8C=CC=CC8)C=9C=CC=CC9)[P](C=1C=CC=CC1)(C=1C=CC=CC1)C=1C=CC=CC1 (Pd(PPh3)4). Starting materials: CCOC(=O)COc1cc2c(=O)c(C)cn3c4ccc(Br)cc4c(c1)c23, ClCCl, CCO, [Na+], [OH-]. Yields the product Cc1cn2c3ccc(Br)cc3c3cc(OCC(=O)O)cc(c1=O)c32. As a reaction SMILES: [Br:1][c:2]1[cH:3][cH:4][c:5]2[n:6]3[c:7]4[c:8]([cH:9][c:10]([O:15][CH2:16][C:17](=[O:18])[O:19][CH2:20][CH3:21])[cH:11][c:12]4[c:13]2[cH:14]1)[c:22](=[O:26])[c:23]([CH3:25])[cH:24]3.[CH2:32]([Cl:33])[Cl:34].[CH3:27][CH2:28][OH:29].[Na+:31].[OH-:30]>>[Br:1][c:2]1[cH:3][cH:4][c:5]2[n:6]3[c:7]4[c:8]([cH:9][c:10]([O:15][CH2:16][C:17](=[O:18])[OH:19])[cH:11][c:12]4[c:13]2[cH:14]1)[c:22](=[O:26])[c:23]([CH3:25])[cH:24]3.